This data is from the Open Reaction Database (ORD), a public repository of structured organic reaction records. The task is: describe an organic reaction: reactants, conditions, products, and yield Starting materials: BrCCCCCCOCCCc1ccccn1, NCc1ccccc1. The product is c1ccc(CNCCCCCCOCCCc2ccccn2)cc1. As a reaction SMILES: [Br:1][CH2:2][CH2:3][CH2:4][CH2:5][CH2:6][CH2:7][O:8][CH2:9][CH2:10][CH2:11][c:12]1[n:13][cH:14][cH:15][cH:16][cH:17]1.[NH2:18][CH2:19][c:20]1[cH:21][cH:22][cH:23][cH:24][cH:25]1>>[CH2:2]([CH2:3][CH2:4][CH2:5][CH2:6][CH2:7][O:8][CH2:9][CH2:10][CH2:11][c:12]1[n:13][cH:14][cH:15][cH:16][cH:17]1)[NH:18][CH2:19][c:20]1[cH:21][cH:22][cH:23][cH:24][cH:25]1.